Dataset: the Open Reaction Database (ORD), a public repository of structured organic reaction records. Task: describe an organic reaction: reactants, conditions, products, and yield Starting materials: CCCc1cc(-c2nc(CC)cs2)ccc1OCCOc1ccc2c(c1)CCC2C(CC)C(=O)[O-], C1CCOC1, [Li+], [OH-], O, O. Yields the product CCCc1cc(-c2nc(CC)cs2)ccc1OCCOc1ccc2c(c1)CCC2CC(=O)O. As a reaction SMILES: [CH2:1]([CH3:2])[CH:3]([C:4](=[O:5])[O-:6])[CH:7]1[CH2:8][CH2:9][c:10]2[cH:11][c:12]([O:16][CH2:17][CH2:18][O:19][c:20]3[c:21]([CH2:33][CH2:34][CH3:35])[cH:22][c:23](-[c:26]4[s:27][cH:28][c:29]([CH2:31][CH3:32])[n:30]4)[cH:24][cH:25]3)[cH:13][cH:14][c:15]21.[CH2:39]1[O:40][CH2:41][CH2:42][CH2:43]1.[Li+:37].[OH-:36].[OH2:38].[OH2:44]>>[CH2:3]([C:4](=[O:5])[OH:6])[CH:7]1[CH2:8][CH2:9][c:10]2[cH:11][c:12]([O:16][CH2:17][CH2:18][O:19][c:20]3[c:21]([CH2:33][CH2:34][CH3:35])[cH:22][c:23](-[c:26]4[s:27][cH:28][c:29]([CH2:31][CH3:32])[n:30]4)[cH:24][cH:25]3)[cH:13][cH:14][c:15]21. The reactants are OCC1CCCN1Cc1ccccc1, C1CCOC1, O=c1[nH]nc2c(-c3ccc(Cl)cc3)c(-c3ccc(Cl)cc3)cnn12, c1ccc(P(c2ccccc2)c2ccccc2)cc1. Reaction SMILES: [CH2:44]([c:45]1[cH:46][cH:47][cH:48][cH:49][cH:50]1)[N:51]1[CH:52]([CH2:56][OH:57])[CH2:53][CH2:54][CH2:55]1.[CH2:58]1[O:59][CH2:60][CH2:61][CH2:62]1.[Cl:1][c:2]1[cH:3][cH:4][c:5](-[c:8]2[c:9](-[c:18]3[cH:19][cH:20][c:21]([Cl:24])[cH:22][cH:23]3)[c:10]3[n:11]([n:12][cH:13]2)[c:14](=[O:17])[nH:15][n:16]3)[cH:6][cH:7]1.[c:25]1([P:26]([c:27]2[cH:28][cH:29][cH:30][cH:31][cH:32]2)[c:33]2[cH:34][cH:35][cH:36][cH:37][cH:38]2)[cH:39][cH:40][cH:41][cH:42][cH:43]1>>[Cl:1][c:2]1[cH:3][cH:4][c:5](-[c:8]2[c:9](-[c:18]3[cH:19][cH:20][c:21]([Cl:24])[cH:22][cH:23]3)[c:10]3[n:11]([n:12][cH:13]2)[c:14](=[O:17])[n:15]([CH2:56][CH:52]2[N:51]([CH2:44][c:45]4[cH:46][cH:47][cH:48][cH:49][cH:50]4)[CH2:55][CH2:54][CH2:53]2)[n:16]3)[cH:6][cH:7]1. Yields the product O=c1n(CC2CCCN2Cc2ccccc2)nc2c(-c3ccc(Cl)cc3)c(-c3ccc(Cl)cc3)cnn12. Starting materials: COc1cc2c(Cl)ncnc2cc1O, OCCN1CCOCC1. The product is COc1cc2c(Cl)ncnc2cc1OCCN1CCOCC1. Reaction SMILES: [Cl:1][c:2]1[n:3][cH:4][n:5][c:6]2[cH:7][c:8]([OH:14])[c:9]([O:12][CH3:13])[cH:10][c:11]12.[O:15]1[CH2:16][CH2:17][N:18]([CH2:21][CH2:22][OH:23])[CH2:19][CH2:20]1>>[Cl:1][c:2]1[n:3][cH:4][n:5][c:6]2[cH:7][c:8]([O:14][CH2:22][CH2:21][N:18]3[CH2:17][CH2:16][O:15][CH2:20][CH2:19]3)[c:9]([O:12][CH3:13])[cH:10][c:11]12. The reactants are [Si](C)(C)(C(C)(C)C)O[C@H](C1CCN(CC1)C1=CC=C(C(=O)O)C=C1)C1=C(C=CC(=C1)Cl)C1=CC=CC=C1 ((R)-4-(4-((tert-butyldimethylsilyloxy)(4-chlorobiphenyl-2-yl)methyl)piperidin-1-yl)benzoic acid), [Si](C)(C)(C(C)(C)C)O[C@H](C1CCN(CC1)C1=CC=C(C(=O)O)C=C1)C1=C(C=CC(=C1)Cl)C1=CC=CC=C1 ((R)-4-(4-((tert-butyldimethylsilyloxy)(4-chlorobiphenyl-2-yl)methyl)piperidin-1-yl)benzoic acid), P(=O)(OC(C)(C)C)(OC(C)(C)C)OCCN1CCN(CC1)CC[C@H](CSC1=CC=CC=C1)NC1=C(C=C(C=C1)S(N)(=O)=O)S(=O)(=O)C(F)(F)F ((R)-di-tert-butyl 2-(4-(4-(phenylthio)-3-(4-sulfamoyl-2-(trifluoromethylsulfonyl)phenylamino)butyl)piperazin-1-yl)ethyl phosphate), P(=O)(OC(C)(C)C)(OC(C)(C)C)OCCN1CCN(CC1)CC[C@H](CSC1=CC=CC=C1)NC1=C(C=C(C=C1)S(N)(=O)=O)S(=O)(=O)C(F)(F)F ((R)-di-tert-butyl 2-(4-(4-(phenylthio)-3-(4-sulfamoyl-2-(trifluoromethylsulfonyl)phenylamino)butyl)piperazin-1-yl)ethyl phosphate), C(CCl)Cl (EDC). The reagents and catalysts are CN(C)C=1C=CN=CC1 (DMAP). The solvent is C(Cl)Cl (DCM), C(Cl)Cl (DCM). Reaction conditions: time 72 hour. The product is P(=O)(OC(C)(C)C)(OC(C)(C)C)OCCN1CCN(CC1)CC[C@H](CSC1=CC=CC=C1)NC1=C(C=C(C=C1)S(NC(C1=CC=C(C=C1)N1CCC(CC1)[C@H](C1=C(C=CC=C1)C1=CC=C(C=C1)Cl)O[Si](C)(C)C(C)(C)C)=O)(=O)=O)S(=O)(=O)C(F)(F)F (di-tert-butyl 2-(4-((R)-3-(4-(N-(4-(4-((R)-(tert-butyldimethylsilyloxy)(4′-chlorobiphenyl-2-yl)methyl)piperidin-1-yl)benzoyl)sulfamoyl)-2-(trifluoromethylsulfonyl)phenylamino)-4-(phenylthio)butyl)piperazin-1-yl)ethyl phosphate). RXN SMILES: [Si:1]([O:8][C@@H:9]([C:25]1[CH:30]=[C:29](Cl)[CH:28]=[CH:27][C:26]=1[C:32]1[CH:37]=CC=[CH:34][CH:33]=1)[CH:10]1[CH2:15][CH2:14][N:13]([C:16]2[CH:24]=[CH:23][C:19]([C:20](O)=[O:21])=[CH:18][CH:17]=2)[CH2:12][CH2:11]1)([C:4]([CH3:7])([CH3:6])[CH3:5])([CH3:3])[CH3:2].[P:38]([O:50][CH2:51][CH2:52][N:53]1[CH2:58][CH2:57][N:56]([CH2:59][CH2:60][C@@H:61]([NH:70][C:71]2[CH:76]=[CH:75][C:74]([S:77](=[O:80])(=[O:79])[NH2:78])=[CH:73][C:72]=2[S:81]([C:84]([F:87])([F:86])[F:85])(=[O:83])=[O:82])[CH2:62][S:63][C:64]2[CH:69]=[CH:68][CH:67]=[CH:66][CH:65]=2)[CH2:55][CH2:54]1)([O:45][C:46]([CH3:49])([CH3:48])[CH3:47])([O:40][C:41]([CH3:44])([CH3:43])[CH3:42])=[O:39].[CH2:88]([Cl:91])[CH2:89]Cl>CN(C1C=CN=CC=1)C.C(Cl)Cl>[P:38]([O:50][CH2:51][CH2:52][N:53]1[CH2:58][CH2:57][N:56]([CH2:59][CH2:60][C@@H:61]([NH:70][C:71]2[CH:76]=[CH:75][C:74]([S:77](=[O:79])(=[O:80])[NH:78][C:20](=[O:21])[C:19]3[CH:23]=[CH:24][C:16]([N:13]4[CH2:12][CH2:11][CH:10]([C@@H:9]([O:8][Si:1]([C:4]([CH3:6])([CH3:5])[CH3:7])([CH3:2])[CH3:3])[C:25]5[CH:30]=[CH:29][CH:28]=[CH:27][C:26]=5[C:32]5[CH:37]=[CH:89][C:88]([Cl:91])=[CH:34][CH:33]=5)[CH2:15][CH2:14]4)=[CH:17][CH:18]=3)=[CH:73][C:72]=2[S:81]([C:84]([F:87])([F:86])[F:85])(=[O:83])=[O:82])[CH2:62][S:63][C:64]2[CH:69]=[CH:68][CH:67]=[CH:66][CH:65]=2)[CH2:55][CH2:54]1)([O:45][C:46]([CH3:47])([CH3:48])[CH3:49])([O:40][C:41]([CH3:42])([CH3:44])[CH3:43])=[O:39]. Procedure details: (R)-4-(4-((tert-butyldimethylsilyloxy)(4′-chlorobiphenyl-2-yl)methyl)piperidin-1-yl)benzoic acid (INTERMEDIATE 13, 170 mg, 0.32 mmol), (R)-di-tert-butyl 2-(4-(4-(phenylthio)-3-(4-sulfamoyl-2-(trifluoromethylsulfonyl)phenylamino)butyl)piperazin-1-yl)ethyl phosphate (INTERMEDIATE 61, 275 mg, 0.35 mmol), DMAP (116 mg, 0.95 mmol) and EDC (122 mg, 0.63 mmol) were dissolved in DCM (3.2 ml). The reaction mixture was stirred at r.t. for 72 hours. The mixture was diluted with DCM (10 ml) and washed with ...